Dataset: the Open Reaction Database (ORD), a public repository of structured organic reaction records. Task: describe an organic reaction: reactants, conditions, products, and yield Starting materials: C(C)(C)(C)C1=CC=C(C=C1)S(=O)(=O)NC1=C(C(=NC(=N1)N1CCOCC1)OCCC(=O)O)OC1=C(C=CC=C1)OC (3-[6-(4-t-butylphenylsulfonylamino)-5-(2-methoxyphenoxy)-2-morpholino-4-pyrimidinyloxy]propionic acid), C(C)C1=C(N)C=CC=C1 (2-ethylaniline). Yields the product C(C)C1=C(C=CC=C1)NC(CCOC1=NC(=NC(=C1OC1=C(C=CC=C1)OC)NS(=O)(=O)C1=CC=C(C=C1)C(C)(C)C)N1CCOCC1)=O (N-(2-ethylphenyl)-3-[6-(4-t-butylphenylsulfonylamino)-5-(2-methoxyphenoxy)-2-morpholino-4-pyrimidinyloxy]propionamide). As a reaction SMILES: [C:1]([C:5]1[CH:10]=[CH:9][C:8]([S:11]([NH:14][C:15]2[N:20]=[C:19]([N:21]3[CH2:26][CH2:25][O:24][CH2:23][CH2:22]3)[N:18]=[C:17]([O:27][CH2:28][CH2:29][C:30]([OH:32])=O)[C:16]=2[O:33][C:34]2[CH:39]=[CH:38][CH:37]=[CH:36][C:35]=2[O:40][CH3:41])(=[O:13])=[O:12])=[CH:7][CH:6]=1)([CH3:4])([CH3:3])[CH3:2].[CH2:42]([C:44]1[CH:50]=[CH:49][CH:48]=[CH:47][C:45]=1[NH2:46])[CH3:43]>>[CH2:42]([C:44]1[CH:50]=[CH:49][CH:48]=[CH:47][C:45]=1[NH:46][C:30](=[O:32])[CH2:29][CH2:28][O:27][C:17]1[C:16]([O:33][C:34]2[CH:39]=[CH:38][CH:37]=[CH:36][C:35]=2[O:40][CH3:41])=[C:15]([NH:14][S:11]([C:8]2[CH:7]=[CH:6][C:5]([C:1]([CH3:2])([CH3:3])[CH3:4])=[CH:10][CH:9]=2)(=[O:12])=[O:13])[N:20]=[C:19]([N:21]2[CH2:22][CH2:23][O:24][CH2:25][CH2:26]2)[N:18]=1)[CH3:43]. Procedure details: The procedure described in Example 2 was repeated by use of 3-[6-(4-t-butylphenylsulfonylamino)-5-(2-methoxyphenoxy)-2-morpholino-4-pyrimidinyloxy]propionic acid and 2-ethylaniline, to thereby obtain the title compound as a colorless oil. Reactants: OCc1ccc(Br)cc1, CC(C)(C)[O-], CN1CCCC1=O, Fc1ccccn1, [K+], O. Product: Brc1ccc(COc2ccccn2)cc1. As a reaction SMILES: [Br:8][c:9]1[cH:10][cH:11][c:12]([CH2:13][OH:14])[cH:15][cH:16]1.[CH3:17][C:18]([CH3:19])([O-:20])[CH3:21].[CH3:23][N:24]1[CH2:25][CH2:26][CH2:27][C:28]1=[O:29].[F:1][c:2]1[n:3][cH:4][cH:5][cH:6][cH:7]1.[K+:22].[OH2:30]>>[c:2]1([O:14][CH2:13][c:12]2[cH:11][cH:10][c:9]([Br:8])[cH:16][cH:15]2)[n:3][cH:4][cH:5][cH:6][cH:7]1.